This data is from the Open Reaction Database (ORD), a public repository of structured organic reaction records. The task is: describe an organic reaction: reactants, conditions, products, and yield Starting materials: CN(C)CC1=CC2=C(CN(CC2)C(=O)C2=CC=C(\C=C/C3=CC(=CC(=C3)C(F)(F)F)C(F)(F)F)C=C2)O1 ((Z)-N,N-Dimethyl-[6-[3,5-bis(trifluoromethyl)stilbene-4'-carbonyl)-4,5,6,7-tetrahydrofuro[2,3-c]pyridin-2-ylmethyl]amine), Cl (hydrogen chloride). Run in CO (methanol), C(C)(=O)OCC (ethyl acetate). Yields the product Cl.CN(C)CC1=CC2=C(CN(CC2)C(=O)C2=CC=C(\C=C/C3=CC(=CC(=C3)C(F)(F)F)C(F)(F)F)C=C2)O1 ((Z)-N,N-dimethyl-[6-[3,5-bis(trifluoromethyl)stilbene-4'-carbonyl]-4,5,6,7-tetrahydrofuro[2,3-c]pyridin-2-ylmethyl]amine hydrochloride). Reaction SMILES: [CH3:1][N:2]([CH2:4][C:5]1[O:37][C:8]2[CH2:9][N:10]([C:13]([C:15]3[CH:36]=[CH:35][C:18](/[CH:19]=[CH:20]\[C:21]4[CH:26]=[C:25]([C:27]([F:30])([F:29])[F:28])[CH:24]=[C:23]([C:31]([F:34])([F:33])[F:32])[CH:22]=4)=[CH:17][CH:16]=3)=[O:14])[CH2:11][CH2:12][C:7]=2[CH:6]=1)[CH3:3].[ClH:38]>CO.C(OCC)(=O)C>[ClH:38].[CH3:1][N:2]([CH2:4][C:5]1[O:37][C:8]2[CH2:9][N:10]([C:13]([C:15]3[CH:16]=[CH:17][C:18](/[CH:19]=[CH:20]\[C:21]4[CH:22]=[C:23]([C:31]([F:32])([F:33])[F:34])[CH:24]=[C:25]([C:27]([F:29])([F:30])[F:28])[CH:26]=4)=[CH:35][CH:36]=3)=[O:14])[CH2:11][CH2:12][C:7]=2[CH:6]=1)[CH3:3] |f:4.5|. Procedure details: (Z)-N,N-Dimethyl-[6-[3,5-bis(trifluoromethyl)stilbene-4'-carbonyl)-4,5,6,7-tetrahydrofuro[2,3-c]pyridin-2-ylmethyl]amine 0.694 g was dissolved in 2 ml of methanol; hydrogen chloride in ethyl acetate was added in excess, followed by stirring. This mixture was concentrated and washed with hexane to yield the desired product. The reactants are CCCCCC1CCC(O)CC1, Cc1ccccc1, C1CCOC1, CCOC(=O)N=NC(=O)OCC, CC1(c2ccc3cc(O)ccc3c2)COC(=O)N1, c1ccc(P(c2ccccc2)c2ccccc2)cc1. Yields the product CCCCCC1CCC(Oc2ccc3cc(C4(C)COC(=O)N4)ccc3c2)CC1. RXN SMILES: [CH2:1]([CH2:2][CH2:3][CH2:4][CH3:5])[CH:6]1[CH2:7][CH2:8][CH:9]([OH:12])[CH2:10][CH2:11]1.[CH3:67][c:68]1[cH:69][cH:70][cH:71][cH:72][cH:73]1.[O:13]1[CH2:14][CH2:15][CH2:16][CH2:17]1.[O:55]=[C:56]([O:57][CH2:58][CH3:59])[N:60]=[N:61][C:62]([O:63][CH2:64][CH3:65])=[O:66].[OH:18][c:19]1[cH:20][c:21]2[cH:22][cH:23][c:24]([C:29]3([CH3:35])[NH:30][C:31](=[O:34])[O:32][CH2:33]3)[cH:25][c:26]2[cH:27][cH:28]1.[c:36]1([P:37]([c:38]2[cH:39][cH:40][cH:41][cH:42][cH:43]2)[c:44]2[cH:45][cH:46][cH:47][cH:48][cH:49]2)[cH:50][cH:51][cH:52][cH:53][cH:54]1>>[CH2:1]([CH2:2][CH2:3][CH2:4][CH3:5])[CH:6]1[CH2:7][CH2:8][CH:9]([O:12][c:19]2[cH:20][c:21]3[cH:22][cH:23][c:24]([C:29]4([CH3:35])[NH:30][C:31](=[O:34])[O:32][CH2:33]4)[cH:25][c:26]3[cH:27][cH:28]2)[CH2:10][CH2:11]1. Procedure: To a solution of 3-Iodo-6-nitro-indazole-1-carboxylic acid tert-butyl ester (5.83 g, 14.98 mmol) in 200 mL toluene was added 2-chlorophenyl boronic acid (4.48 g, 28.46 mmol), K3PO4 (7.82 g), Pd2(dba)3 (41.53 mg) and 2-(dicyclohexylphosphino)-2′-methylbiphenyl) (436.68 mg). The reaction mixture was heated to 110° C. and stirred at this temperature for 36 hours. The reaction mixture was cooled and partitioned between water and EtOAc. The orgaic layer was separated, dried over MgSO4, filtered and c... The reagents and catalysts are C=1C=CC(=CC1)/C=C/C(=O)/C=C/C2=CC=CC=C2.C=1C=CC(=CC1)/C=C/C(=O)/C=C/C2=CC=CC=C2.C=1C=CC(=CC1)/C=C/C(=O)/C=C/C2=CC=CC=C2.[Pd].[Pd] (Pd2(dba)3). Isolated yield 215.1%. The reactants are C(C)(C)(C)OC(=O)N1N=C(C2=CC=C(C=C12)[N+](=O)[O-])I (3-Iodo-6-nitro-indazole-1-carboxylic acid tert-butyl ester), ClC1=C(C=CC=C1)B(O)O (2-chlorophenyl boronic acid), [O-]P(=O)([O-])[O-].[K+].[K+].[K+] (K3PO4), C1(CCCCC1)P(C1=C(C=CC=C1)C1=C(C=CC=C1)C)C1CCCCC1 (2-(dicyclohexylphosphino)-2′-methylbiphenyl). Reaction conditions: temperature 110 celsius, time 36 hour. Product: ClC1=C(C=CC=C1)C1=NNC2=CC(=CC=C12)[N+](=O)[O-] (3-(2-Chloro-phenyl)-6-nitro-1H-indazole). RXN SMILES: C(OC([N:8]1[C:16]2[C:11](=[CH:12][CH:13]=[C:14]([N+:17]([O-:19])=[O:18])[CH:15]=2)[C:10](I)=[N:9]1)=O)(C)(C)C.[Cl:21][C:22]1[CH:27]=[CH:26][CH:25]=[CH:24][C:23]=1B(O)O.[O-]P([O-])([O-])=O.[K+].[K+].[K+].C1(P(C2CCCCC2)C2C=CC=CC=2C2C=CC=CC=2C)CCCCC1>C1(C)C=CC=CC=1.C1C=CC(/C=C/C(/C=C/C2C=CC=CC=2)=O)=CC=1.C1C=CC(/C=C/C(/C=C/C2C=CC=CC=2)=O)=CC=1.C1C=CC(/C=C/C(/C=C/C2C=CC=CC=2)=O)=CC=1.[Pd].[Pd]>[Cl:21][C:22]1[CH:27]=[CH:26][CH:25]=[CH:24][C:23]=1[C:10]1[C:11]2[C:16](=[CH:15][C:14]([N+:17]([O-:19])=[O:18])=[CH:13][CH:12]=2)[NH:8][N:9]=1 |f:2.3.4.5,8.9.10.11.12|. Run in C1(=CC=CC=C1)C (toluene). Reactants: O1[C@H](CCC1)C(=O)O ((R)-(+)-tetrahydrofuroic acid), Cl.COCCOC=1C=C2C(=NC=NC2=CC1OCCOC)NC1=CC(=C(C=C1)OC1CCNCC1)C ([6,7-Bis-(2-methoxy-ethoxy)-quinazolin-4-yl]-[3-methyl-4-(piperidin-4-yloxy)-phenyl]-amine hydrochloride). The solvent is CN(C=O)C (N,N-dimethylformamide). Reaction conditions: time 30 minute. Yields the product COCCOC=1C=C2C(=NC=NC2=CC1OCCOC)NC1=CC(=C(OC2CCN(CC2)C(=O)C2OCCC2)C=C1)C ((4-{4-[6,7-Bis-(2-methoxy-ethoxy)-quinazolin-4-ylamino]-2-methyl-phenoxy}-piperidin-1-yl)-(tetrahydro-furan-2-yl)-methanone). As a reaction SMILES: [O:1]1[CH2:5][CH2:4][CH2:3][C@@H:2]1[C:6]([OH:8])=O.Cl.[CH3:10][O:11][CH2:12][CH2:13][O:14][C:15]1[CH:16]=[C:17]2[C:22](=[CH:23][C:24]=1[O:25][CH2:26][CH2:27][O:28][CH3:29])[N:21]=[CH:20][N:19]=[C:18]2[NH:30][C:31]1[CH:36]=[CH:35][C:34]([O:37][CH:38]2[CH2:43][CH2:42][NH:41][CH2:40][CH2:39]2)=[C:33]([CH3:44])[CH:32]=1>CN(C)C=O>[CH3:10][O:11][CH2:12][CH2:13][O:14][C:15]1[CH:16]=[C:17]2[C:22](=[CH:23][C:24]=1[O:25][CH2:26][CH2:27][O:28][CH3:29])[N:21]=[CH:20][N:19]=[C:18]2[NH:30][C:31]1[CH:36]=[CH:35][C:34]([O:37][CH:38]2[CH2:39][CH2:40][N:41]([C:6]([CH:2]3[CH2:3][CH2:4][CH2:5][O:1]3)=[O:8])[CH2:42][CH2:43]2)=[C:33]([CH3:44])[CH:32]=1 |f:1.2|. Reported procedure: To a solution of 1,1′-carbonyldiimidizole (35 mg, 0.221 mmol) in N,N-dimethylformamide (2 mL) was added (R)-(+)-tetrahydrofuroic acid (25 mg, 0.221 mmol). The reaction was stirred at room temperature for 30 minutes then [6,7-Bis-(2-methoxy-ethoxy)-quinazolin-4-yl]-[3-methyl-4-(piperidin-4-yloxy)-phenyl]-amine hydrochloride (100 mg, 0.193 mmol) was added. The reaction was then stirred at room temperature overnight. The following day, the reaction was filtered through a 0.45 μm PTFE membrane filte...